Task: describe an organic reaction: reactants, conditions, products, and yield. Dataset: the Open Reaction Database (ORD), a public repository of structured organic reaction records Reactants: C[Si](Br)(C)C (trimethylbromosilane), C(C)OC(C(C=C(CCOC)CP(=O)(OC(C)C)OC(C)C)NC=O)=O (4-diisopropylphosphonomethyl-2-formylamino-6-methoxy-hex-3-enoic acid ethyl ester), C(C)O (ethanol). Run in ClCCl (dichloromethane). Reaction conditions: time 22 hour. The product is C(C)OC(C(C=C(CCOC)CP(=O)(O)O)N)=O (2-amino-6-methoxy-4-phosphonomethyl-hex-3-enoic acid ethyl ester). RXN SMILES: [CH2:1]([O:3][C:4](=[O:26])[CH:5]([NH:23]C=O)[CH:6]=[C:7]([CH2:12][P:13]([O:19]C(C)C)([O:15]C(C)C)=[O:14])[CH2:8][CH2:9][O:10][CH3:11])[CH3:2].C[Si](C)(C)Br.C(O)C>ClCCl>[CH2:1]([O:3][C:4](=[O:26])[CH:5]([NH2:23])[CH:6]=[C:7]([CH2:12][P:13]([OH:15])([OH:19])=[O:14])[CH2:8][CH2:9][O:10][CH3:11])[CH3:2]. Reported procedure: 1.77 g (4.5 mmol) of 4-diisopropylphosphonomethyl-2-formylamino-6-methoxy-hex-3-enoic acid ethyl ester are dissolved in 12 ml of dichloromethane, and 2.32 ml (18.0 mmol) of trimethylbromosilane are added dropwise at room temperature. The mixture is left to stand at room temperature for 22 hours, 12 ml of ethanol are added dropwise, the mixture is left to stand for a further 24 hours and is concentrated by evaporation in a rotary evaporator, the residue is dissolved in 10 ml of ethanol, and a mix... Reactants: CC1=CC2=C(NC(=N2)C2=NNC3=C2CNCC3)C=C1C (3-(5,6-dimethyl-1H-benzoimidazol-2-yl)-4,5,6,7-tetrahydro-1H-pyrazolo[4,3-c]pyridine), C(C)(C)N=C=O (isopropylisocyanate). Product: C(C)(C)NC(=O)N1CC2=C(CC1)NN=C2C2=NC1=C(N2)C=C(C(=C1)C)C (3-(5,6-Dimethyl-1H-benzoimidazol-2-yl)-1,4,6,7-tetrahydro-pyrazolo[4,3-c]pyridine-5-carboxylic acid isopropylamide). As a reaction SMILES: [CH3:1][C:2]1[C:19]([CH3:20])=[CH:18][C:5]2[NH:6][C:7]([C:9]3[C:13]4[CH2:14][NH:15][CH2:16][CH2:17][C:12]=4[NH:11][N:10]=3)=[N:8][C:4]=2[CH:3]=1.[CH:21]([N:24]=[C:25]=[O:26])([CH3:23])[CH3:22]>>[CH:21]([NH:24][C:25]([N:15]1[CH2:16][CH2:17][C:12]2[NH:11][N:10]=[C:9]([C:7]3[NH:6][C:5]4[CH:18]=[C:19]([CH3:20])[C:2]([CH3:1])=[CH:3][C:4]=4[N:8]=3)[C:13]=2[CH2:14]1)=[O:26])([CH3:23])[CH3:22]. Reported procedure: By proceeding in a manner similar to Example 255(a) above but using 3-(5,6-dimethyl-1H-benzoimidazol-2-yl)-4,5,6,7-tetrahydro-1H-pyrazolo[4,3-c]pyridine [Example 251(a)] and isopropylisocyanate, and subjecting the reaction product to flash column chromatography eluting with ethyl acetate/methanol (19:1, v/v), there was prepared 3-(5,6-dimethyl-1H-benzoimidazol-2-yl)-1,4,6,7-tetrahydro-pyrazolo[4,3-c]pyridine-5-carboxylic acid isopropylamide (93.3 mg) as an off-white solid. LC-MS (METHOD M): RT=1... Reactants: ClC1=CC=C(CNC(=O)C=2C(C3=C(N(C2)C)C=C(S3)CCl)=O)C=C1 (N-(4-chlorobenzyl)-2-(chloromethyl)-4-methyl-7-oxo-4,7-dihydrothieno[3,2-b]pyridine-6-carboxamide), CNC[C@@H](O)C1=NC=CC=C1 ((1R)-2-(methylamino)-1-pyridin-2-ylethanol), C(C)(C)N(CC)C(C)C (diisopropylethylamine). Solvent: CN(C)C=O (DMF), O (water). Reaction conditions: temperature 60 celsius, time 7 hour. Product: ClC1=CC=C(CNC(=O)C=2C(C3=C(N(C2)C)C=C(S3)CN(C)C[C@H](C3=NC=CC=C3)O)=O)C=C1 (N-(4-chlorobenzyl)-2-{[[(2R)-2-hydroxy-2-pyridin-2-ylethyl](methyl)amino]methyl}-4-methyl-7-oxo-4,7-dihydrothieno[3,2-b]pyridine-6-carboxamide). The yield is 65.7%. As a reaction SMILES: [Cl:1][C:2]1[CH:24]=[CH:23][C:5]([CH2:6][NH:7][C:8]([C:10]2[C:11](=[O:22])[C:12]3[S:19][C:18]([CH2:20]Cl)=[CH:17][C:13]=3[N:14]([CH3:16])[CH:15]=2)=[O:9])=[CH:4][CH:3]=1.[CH3:25][NH:26][CH2:27][C@H:28]([C:30]1[CH:35]=[CH:34][CH:33]=[CH:32][N:31]=1)[OH:29].C(N(C(C)C)CC)(C)C>CN(C=O)C.O>[Cl:1][C:2]1[CH:24]=[CH:23][C:5]([CH2:6][NH:7][C:8]([C:10]2[C:11](=[O:22])[C:12]3[S:19][C:18]([CH2:20][N:26]([CH2:27][C@@H:28]([OH:29])[C:30]4[CH:35]=[CH:34][CH:33]=[CH:32][N:31]=4)[CH3:25])=[CH:17][C:13]=3[N:14]([CH3:16])[CH:15]=2)=[O:9])=[CH:4][CH:3]=1. Reported procedure: A mixture of N-(4-chlorobenzyl)-2-(chloromethyl)-4-methyl-7-oxo-4,7-dihydrothieno[3,2-b]pyridine-6-carboxamide (113 mg, 0.30 mmol), (1R)-2-(methylamino)-1-pyridin-2-ylethanol (Preparation 28) (100 mg, 0.44 mmol) and diisopropylethylamine (230 μL, 1.32 mmol) in dry DMF (8 mL) was heated to 60° C., becoming a solution. The reaction was stirred for 7 hours at that temperature. After cooling to room temperature, the solution was diluted with water (12 mL). The resulting milky suspension was stirred ...